From a dataset of the Open Reaction Database (ORD), a public repository of structured organic reaction records. describe an organic reaction: reactants, conditions, products, and yield The reactants are ClCCl, CN1CCCCC1, CC(C)COC(=O)Cl, CC(N)CN(C)c1ccc(F)cc1, CC(C)C(NC(=O)Oc1ccccc1)C(=O)O, O. Yields the product CC(CN(C)c1ccc(F)cc1)NC(=O)C(NC(=O)Oc1ccccc1)C(C)C. Reaction SMILES: [CH2:46]([Cl:47])[Cl:48].[CH3:1][N:2]1[CH2:3][CH2:4][CH2:5][CH2:6][CH2:7]1.[Cl:25][C:26]([O:27][CH2:28][CH:29]([CH3:30])[CH3:31])=[O:32].[F:33][c:34]1[cH:35][cH:36][c:37]([N:38]([CH3:39])[CH2:40][CH:41]([CH3:42])[NH2:43])[cH:44][cH:45]1.[O:8]([c:9]1[cH:10][cH:11][cH:12][cH:13][cH:14]1)[C:15](=[O:16])[NH:17][CH:18]([CH:19]([CH3:20])[CH3:21])[C:22](=[O:23])[OH:24].[OH2:49]>>[O:8]([c:9]1[cH:10][cH:11][cH:12][cH:13][cH:14]1)[C:15](=[O:16])[NH:17][CH:18]([CH:19]([CH3:20])[CH3:21])[C:22](=[O:24])[NH:43][CH:41]([CH2:40][N:38]([c:37]1[cH:36][cH:35][c:34]([F:33])[cH:45][cH:44]1)[CH3:39])[CH3:42]. Reactants: CCOC(=O)CCN(C)C(=O)c1ccc(NC(c2oc3ccc(OCc4ccccc4)cc3c2C)C2CCCCC2)cc1, CCO, [Na+], [OH-]. Yields the product Cc1c(C(Nc2ccc(C(=O)N(C)CCC(=O)O)cc2)C2CCCCC2)oc2ccc(OCc3ccccc3)cc12. As a reaction SMILES: [CH2:1]([c:2]1[cH:3][cH:4][cH:5][cH:6][cH:7]1)[O:8][c:9]1[cH:10][cH:11][c:12]2[c:13]([c:14]([CH3:42])[c:15]([CH:17]([CH:18]3[CH2:19][CH2:20][CH2:21][CH2:22][CH2:23]3)[NH:24][c:25]3[cH:26][cH:27][c:28]([C:31](=[O:32])[N:33]([CH2:34][CH2:35][C:36](=[O:37])[O:38][CH2:39][CH3:40])[CH3:41])[cH:29][cH:30]3)[o:16]2)[cH:43]1.[CH3:46][CH2:47][OH:48].[Na+:45].[OH-:44]>>[CH2:1]([c:2]1[cH:3][cH:4][cH:5][cH:6][cH:7]1)[O:8][c:9]1[cH:10][cH:11][c:12]2[c:13]([c:14]([CH3:42])[c:15]([CH:17]([CH:18]3[CH2:19][CH2:20][CH2:21][CH2:22][CH2:23]3)[NH:24][c:25]3[cH:26][cH:27][c:28]([C:31](=[O:32])[N:33]([CH2:34][CH2:35][C:36](=[O:37])[OH:38])[CH3:41])[cH:29][cH:30]3)[o:16]2)[cH:43]1. Reactants: C([O-])(O)=O.[Na+] (sodium bicarbonate), ClC=1C=C(C(=O)OO)C=CC1 (3-chloroperoxybenzoic acid), COC1=CC(=NC(=N1)SC)OCC(=O)OC (6-methoxy-4-(methoxycarbonyl)methoxy-2-methylthiopyrimidine), S(=S)(=O)([O-])[O-].[Na+].[Na+] (sodium thiosulfate). The solvent is C(Cl)(Cl)Cl (chloroform). Reaction conditions: time 3 hour. Yields the product COC1=CC(=NC(=N1)S(=O)(=O)C)OCC(=O)OC (6-methoxy-4-(methoxycarbonyl)methoxy-2-methylsulfonylpyrimidine). Reaction SMILES: Cl[C:2]1C=C(C=CC=1)C(OO)=O.[CH3:12][O:13][C:14]1[N:19]=[C:18](SC)[N:17]=[C:16]([O:22][CH2:23][C:24]([O:26][CH3:27])=[O:25])[CH:15]=1.[S:28]([O-:32])([O-])(=[O:30])=S.[Na+].[Na+].C(=O)(O)[O-].[Na+]>C(Cl)(Cl)Cl>[CH3:12][O:13][C:14]1[N:19]=[C:18]([S:28]([CH3:2])(=[O:32])=[O:30])[N:17]=[C:16]([O:22][CH2:23][C:24]([O:26][CH3:27])=[O:25])[CH:15]=1 |f:2.3.4,5.6|. Reported procedure: 2.59 g of 3-chloroperoxybenzoic acid was added to a solution of 1.22 g of 6-methoxy-4-(methoxycarbonyl)methoxy-2-methylthiopyrimidine in 10 ml of chloroform at 0° C. The mixture was stirred at room temperature for 3 hours, then 30 ml of saturated aqueous sodium thiosulfate solution was added to the mixture. The mixture was poured into saturated aqueous sodium bicarbonate solution, extracted with chloroform, the organic layer was washed with saturated saline, dried over anhydrous magnesium sulfat...